This data is from the Open Reaction Database (ORD), a public repository of structured organic reaction records. The task is: describe an organic reaction: reactants, conditions, products, and yield Reactants: FC(CO)(F)F (2,2,2-trifluoroethanol), [Na] (sodium), NC1=C(SC2=NC(=CC(=C21)S(=O)C)N2CCC1(OCCO1)CC2)C(=O)N (3-amino-6-(1,4-dioxa-8-aza-spiro[4.5]dec-8-yl)-4-methanesulfinyl-thieno[2,3-b]pyridine-2-carboxylic acid amide). The solvent is O (H2O). Product: NC1=C(SC2=NC(=CC(=C21)OCC(F)(F)F)N2CCC1(OCCO1)CC2)C(=O)N (3-amino-6-(1,4-dioxa-8-aza-spiro[4.5]dec-8-yl)-4-(2,2,2-trifluoro-ethoxy)-thieno[2,3-b]pyridine-2-carboxylic acid amide). RXN SMILES: [F:1][C:2]([F:6])([F:5])[CH2:3][OH:4].[Na].[NH2:8][C:9]1[C:17]2[C:12](=[N:13][C:14]([N:21]3[CH2:30][CH2:29][C:24]4([O:28][CH2:27][CH2:26][O:25]4)[CH2:23][CH2:22]3)=[CH:15][C:16]=2S(C)=O)[S:11][C:10]=1[C:31]([NH2:33])=[O:32]>O>[NH2:8][C:9]1[C:17]2[C:12](=[N:13][C:14]([N:21]3[CH2:22][CH2:23][C:24]4([O:28][CH2:27][CH2:26][O:25]4)[CH2:29][CH2:30]3)=[CH:15][C:16]=2[O:4][CH2:3][C:2]([F:6])([F:5])[F:1])[S:11][C:10]=1[C:31]([NH2:33])=[O:32] |^1:6|. Reported procedure: To 30 mL of 2,2,2-trifluoroethanol cooled to 0° C. was added sodium metal (0.60 g, 15 mmol), cut fresh and washed in hexanes, in small portions. The mixture was allowed to warm up to room temperature and let stir until all of the sodium metal had reacted. To the mixture was added 3-amino-6-(1,4-dioxa-8-aza-spiro[4.5]dec-8-yl)-4-methanesulfinyl-thieno[2,3-b]pyridine-2-carboxylic acid amide (1.30 g, 3.28 mmol) as a solid in one portion. The mixture was heated to 70° C. for 15 h. The mixture was co... The reactants are FC1=CC=C(C=C1)C1=NC2=C(N1)C(=CC=C2C(=O)O)O (2-(4-fluoro-phenyl)-7-hydroxy-1H-benzoimidazole-4-carboxylic acid), CO (methanol), OS(=O)(=O)O (H2SO4). Yields the product COC(=O)C1=CC=C(C=2NC(=NC21)C2=CC=C(C=C2)F)O (2-(4-fluoro-phenyl)-7-hydroxy-1H-benzoimidazole-4-carboxylic acid methyl ester). The yield is 76.0%. As a reaction SMILES: [F:1][C:2]1[CH:7]=[CH:6][C:5]([C:8]2[NH:12][C:11]3[C:13]([OH:20])=[CH:14][CH:15]=[C:16]([C:17]([OH:19])=[O:18])[C:10]=3[N:9]=2)=[CH:4][CH:3]=1.OS(O)(=O)=O.[CH3:26]O>>[CH3:26][O:18][C:17]([C:16]1[C:10]2[N:9]=[C:8]([C:5]3[CH:4]=[CH:3][C:2]([F:1])=[CH:7][CH:6]=3)[NH:12][C:11]=2[C:13]([OH:20])=[CH:14][CH:15]=1)=[O:19]. Procedure details: 2-(4-fluoro-phenyl)-7-hydroxy-1H-benzoimidazole-4-carboxylic acid (500 mg, 1.84 mmol) obtained in step 3 was dissolved in methanol, H2SO4 (0.49 ml, 9.20 mmol) was added dropwise thereto and refluxed for 15 hours. The resulting solution was cooled to room temperature, concentrated under a reduced pressure to remove methanol, and the residue was neutralized with NaHCO3. Then, the neutralized residue was extracted with ethyl acetate and concentrated under a reduced pressure to obtain a residue whic... The reactants are IC=1C=C(CBr)C=CC1 (3-iodobenzyl bromide), C1(CC1)N (cyclopropyl amine). Solvent: C(C)O (ethanol). Run at time 3 day. Product: C1(CC1)NCC1=CC(=CC=C1)I (Cyclopropyl-(3-iodo-benzyl)-amine). Yield: 81.6%. RXN SMILES: [I:1][C:2]1[CH:3]=[C:4]([CH:7]=[CH:8][CH:9]=1)[CH2:5]Br.[CH:10]1([NH2:13])[CH2:12][CH2:11]1>C(O)C>[CH:10]1([NH:13][CH2:5][C:4]2[CH:7]=[CH:8][CH:9]=[C:2]([I:1])[CH:3]=2)[CH2:12][CH2:11]1. Reported procedure: A solution of 3-iodobenzyl bromide (Aldrich, 3.2 g, 10.77 mmol) in ethanol (20 mL) was treated with cyclopropyl amine (7 mL, 101.5 mmol) and the resulting reaction mixture was stirred over 3 days at ambient temperature. The volatiles were evaporated in vacuo, the residue was diluted with ethyl acetate and washed with saturated, aqueous sodium bicarbonate solution, water and brine, dried over anhydrous sodium sulfate, filtered and evaporated in vacuo to an oil that was subjected to flash column c...